This data is from the Open Reaction Database (ORD), a public repository of structured organic reaction records. The task is: describe an organic reaction: reactants, conditions, products, and yield Reactants: C1CCNC1, ClCCl, O=C(O)C1C=C2c3cccc4[nH]cc(c34)CC2N(C(=O)Nc2ccccc2)C1. Product: O=C(C1C=C2c3cccc4[nH]cc(c34)CC2N(C(=O)Nc2ccccc2)C1)N1CCCC1. As a reaction SMILES: [CH2:29]1[CH2:30][CH2:31][NH:32][CH2:33]1.[Cl:34][CH2:35][Cl:36].[c:1]1([NH:7][C:8](=[O:9])[N:10]2[CH2:11][CH:12]([C:26](=[O:27])[OH:28])[CH:13]=[C:14]3[c:15]4[c:16]5[c:17]([cH:20][nH:21][c:22]5[cH:23][cH:24][cH:25]4)[CH2:18][CH:19]23)[cH:2][cH:3][cH:4][cH:5][cH:6]1>>[c:1]1([NH:7][C:8](=[O:9])[N:10]2[CH2:11][CH:12]([C:26](=[O:28])[N:32]3[CH2:31][CH2:30][CH2:29][CH2:33]3)[CH:13]=[C:14]3[c:15]4[c:16]5[c:17]([cH:20][nH:21][c:22]5[cH:23][cH:24][cH:25]4)[CH2:18][CH:19]23)[cH:2][cH:3][cH:4][cH:5][cH:6]1.